From a dataset of the Open Reaction Database (ORD), a public repository of structured organic reaction records. describe an organic reaction: reactants, conditions, products, and yield Reactants: CC1CC(NC1CC=C)=O (4-methyl-5-(2-propenyl)pyrrolidin-2-one), F[B-](F)(F)F.C[O+](C)C (trimethyloxonium tetrafluoroborate). Product: COC=1CC(C(N1)CC=C)C (3,4-dihydro-5-methoxy-3-methyl-2-(2-propenyl)-2H-pyrrole). RXN SMILES: [CH3:1][CH:2]1[CH:6]([CH2:7][CH:8]=[CH2:9])[NH:5][C:4](=[O:10])[CH2:3]1.F[B-](F)(F)F.[CH3:16][O+](C)C>>[CH3:16][O:10][C:4]1[CH2:3][CH:2]([CH3:1])[CH:6]([CH2:7][CH:8]=[CH2:9])[N:5]=1 |f:1.2|. Reported procedure: The product of EXAMPLE 265 is reacted with trimethyloxonium tetrafluoroborate by the method of EXAMPLE 26 to produce the title material. Reactants: CN1N=C(N=C1NCCCCOC1=CC(=CC=C1)CN1CCCCC1)CO (1-methyl-5-[[4-[3-(1-piperidinylmethyl)phenoxy]butyl]amino]-1H-1,2,4-triazole-3-methanol), C(C)(=O)O (acetic acid). Product: C(C)(=O)OCC1=NN(C(=N1)NCCCCOC1=CC(=CC=C1)CN1CCCCC1)C (1-methyl-5-[[4-[3-(1-piperidinylmethyl)phenoxy]butyl]amino]-1H-1,2,4-triazole-3-methanol acetate). As a reaction SMILES: [CH3:1][N:2]1[C:6]([NH:7][CH2:8][CH2:9][CH2:10][CH2:11][O:12][C:13]2[CH:18]=[CH:17][CH:16]=[C:15]([CH2:19][N:20]3[CH2:25][CH2:24][CH2:23][CH2:22][CH2:21]3)[CH:14]=2)=[N:5][C:4]([CH2:26][OH:27])=[N:3]1.[C:28](O)(=[O:30])[CH3:29]>>[C:28]([O:27][CH2:26][C:4]1[N:5]=[C:6]([NH:7][CH2:8][CH2:9][CH2:10][CH2:11][O:12][C:13]2[CH:18]=[CH:17][CH:16]=[C:15]([CH2:19][N:20]3[CH2:25][CH2:24][CH2:23][CH2:22][CH2:21]3)[CH:14]=2)[N:2]([CH3:1])[N:3]=1)(=[O:30])[CH3:29]. Procedure: A solution of 1-methyl-5-[[4-[3-(1-piperidinylmethyl)phenoxy]butyl]amino]-1H-1,2,4-triazole-3-methanol (100 mg) in glacial acetic acid (5 ml) was heated under reflux for 8 h. The mixture was evaporated and the residue was triturated with ether to give the title compound as a white solid (97 mg) m.p. 119°-20°. tlc. System B,Rf 0.8. Starting materials: ClCC(CC1=CC=C(C=C1)F)=O (1-chloro-3-(4-fluoro-phenyl)-propan-2-one), [K] (potassium), C(C=1C(C(=O)N)=CC=CC1)(=O)N (phthalamide). The solvent is CN(C)C=O (DMF). Reaction conditions: time 1 hour. The product is FC1=CC=C(C=C1)CC(CN1C(C2=CC=CC=C2C1=O)=O)=O (2-[3-(4-fluoro-phenyl)-2-oxo-propyl]-isoindole-1,3-dione), product. Isolated yield 62.0%. As a reaction SMILES: Cl[CH2:2][C:3](=[O:12])[CH2:4][C:5]1[CH:10]=[CH:9][C:8]([F:11])=[CH:7][CH:6]=1.[K].[C:14]([NH2:25])(=[O:24])[C:15]1[C:16](=[CH:20][CH:21]=[CH:22][CH:23]=1)[C:17](N)=[O:18]>CN(C=O)C>[F:11][C:8]1[CH:9]=[CH:10][C:5]([CH2:4][C:3](=[O:12])[CH2:2][N:25]2[C:14](=[O:24])[C:15]3[C:16](=[CH:20][CH:21]=[CH:22][CH:23]=3)[C:17]2=[O:18])=[CH:6][CH:7]=1 |^1:12|. Procedure details: To a solution of the product of example 35 (85 mg, 0.45 mmol) in DMF (1 mL), under a nitrogen atmosphere, was added potassium salt of phthalamide (96 mg, 0.52 mmol). The resulting mixture was stirred at room temperature for 1 h. The reaction mixture was quenched with a mixture of ice-water and filtered. The slightly pink solid was washed with water to give the titled compound as a white product (79 mg, 62% yield). Starting materials: COC1=C(C(=O)N2CC(CC2)(CCOS(=O)(=O)C)C2=CC=CC=C2)C=C(C=C1)OC (1-(2,5-dimethoxybenzoyl)-3-phenyl-3-(2-methanesulfonyloxyethyl)pyrrolidine), I.C(C)OCCN1C(=NC2=C1C=CC=C2)N2CCNCCC2 (4-(1-(2-ethoxyethyl)-1H-benzimidazol-2-yl)[1,4]diazepane hydriodic acid salt). The solvent is ClCCl.CO (dichloromethane methanol). Yields the product COC1=C(C(=O)N2CC(CC2)(C2=CC=CC=C2)CCN2CCN(CCC2)C2=NC3=C(N2CCOCC)C=CC=C3)C=C(C=C1)OC (1-(2,5-Dimethoxybenzoyl)-3-(2-(4-(1-(2-ethoxyethyl)-1H-benzimidazol-2-yl)[1,4]diazepan-1-yl)ethyl)-3-phenylpyrrolidine). Reaction SMILES: [CH3:1][O:2][C:3]1[CH:28]=[CH:27][C:26]([O:29][CH3:30])=[CH:25][C:4]=1[C:5]([N:7]1[CH2:11][CH2:10][C:9]([C:19]2[CH:24]=[CH:23][CH:22]=[CH:21][CH:20]=2)([CH2:12][CH2:13]OS(C)(=O)=O)[CH2:8]1)=[O:6].I.[CH2:32]([O:34][CH2:35][CH2:36][N:37]1[C:41]2[CH:42]=[CH:43][CH:44]=[CH:45][C:40]=2[N:39]=[C:38]1[N:46]1[CH2:52][CH2:51][CH2:50][NH:49][CH2:48][CH2:47]1)[CH3:33]>ClCCl.CO>[CH3:1][O:2][C:3]1[CH:28]=[CH:27][C:26]([O:29][CH3:30])=[CH:25][C:4]=1[C:5]([N:7]1[CH2:11][CH2:10][C:9]([CH2:12][CH2:13][N:49]2[CH2:50][CH2:51][CH2:52][N:46]([C:38]3[N:37]([CH2:36][CH2:35][O:34][CH2:32][CH3:33])[C:41]4[CH:42]=[CH:43][CH:44]=[CH:45][C:40]=4[N:39]=3)[CH2:47][CH2:48]2)([C:19]2[CH:24]=[CH:23][CH:22]=[CH:21][CH:20]=2)[CH2:8]1)=[O:6] |f:1.2,3.4|. Procedure: Prepare by the method of Example 102.1.2 using 1-(2,5-dimethoxybenzoyl)-3-phenyl-3-(2-methanesulfonyloxyethyl)pyrrolidine (prepared from (−)-3-phenyl-3-(2-hydroxyethyl)pyrrolidine(R,R)-di-p-anisoyltartaric acid salt) (0.55 g, 1.27 mmol) and 4-(1-(2-ethoxyethyl)-1H-benzimidazol-2-yl)[1,4]diazepane hydriodic acid salt (0.71 g, 1.3 mmol) to give, after chromatography on silica gel eluting with dichloromethane/methanol/concentrated aqueous ammonia 95/5/0.05, the title compound: Rf=0.85 (silica gel, ... Reactants: CC1(OC2=C(C(=N1)N1C(C=CC=C1)=O)C=C(C=C2)N)C (2,2-dimethyl-4-(2-oxo-1,2-dihydro-1-pyridyl)-6-amino-2H-1,3-benzoxazine), C(C)(=O)OC(C)=O (acetic anhydride). Solvent: N1=CC=CC=C1 (pyridine). Conditions: time 16 hour. Product: CC1(OC2=C(C(=N1)N1C(C=CC=C1)=O)C=C(C=C2)NC(C)=O)C (2,2-dimethyl-4-(2-oxo-1,2-dihydro-1-pyridyl)-6-acetamido-2H-1,3-benzoxazine). As a reaction SMILES: [CH3:1][C:2]1([CH3:20])[N:7]=[C:6]([N:8]2[CH:13]=[CH:12][CH:11]=[CH:10][C:9]2=[O:14])[C:5]2[CH:15]=[C:16]([NH2:19])[CH:17]=[CH:18][C:4]=2[O:3]1.[C:21](OC(=O)C)(=[O:23])[CH3:22]>N1C=CC=CC=1>[CH3:1][C:2]1([CH3:20])[N:7]=[C:6]([N:8]2[CH:13]=[CH:12][CH:11]=[CH:10][C:9]2=[O:14])[C:5]2[CH:15]=[C:16]([NH:19][C:21](=[O:23])[CH3:22])[CH:17]=[CH:18][C:4]=2[O:3]1. Procedure details: A mixture of 1 g of 2,2-dimethyl-4-(2-oxo-1,2-dihydro-1-pyridyl)-6-amino-2H-1,3-benzoxazine, 10 ml of acetic anhydride and 10 ml of pyridine is left to stand at 20° for 16 hours. The mixture is evaporated, and the residue is purified by chromatography to give 2,2-dimethyl-4-(2-oxo-1,2-dihydro-1-pyridyl)-6-acetamido-2H-1,3-benzoxazine. Reactants: O=C(O)c1ccc(OC(F)(F)F)c(Br)c1, C1COCCO1, C[Zn]C, Cc1ccccc1. Product: Cc1cc(C(=O)O)ccc1OC(F)(F)F. As a reaction SMILES: [Br:1][c:2]1[cH:3][c:4]([C:5](=[O:6])[OH:7])[cH:8][cH:9][c:10]1[O:11][C:12]([F:13])([F:14])[F:15].[CH2:19]1[O:20][CH2:21][CH2:22][O:23][CH2:24]1.[CH3:16][Zn:17][CH3:18].[CH3:25][c:26]1[cH:27][cH:28][cH:29][cH:30][cH:31]1>>[c:2]1([CH3:16])[cH:3][c:4]([C:5](=[O:6])[OH:7])[cH:8][cH:9][c:10]1[O:11][C:12]([F:13])([F:14])[F:15]. Reactants: ClC1=NC(=NC(=N1)NCCCCC1CC(N(C(C1)(C)C)OC1CCCCC1)(C)C)NCCCCCCNC1=NC(=NC(=N1)Cl)NCCCCC1CC(N(C(C1)(C)C)OC1CCCCC1)(C)C (N,N'-bis{2-chloro-4-[N-(1-cyclohexyloxy-2,2,6,6-tetramethylpiperidin-4-yl)butylamino]-1,3,5-triazin-6-yl}-1,6-hexanediamine), C(O)CN (ethanolamine). Product: OCCNC1=NC(=NC(=N1)NCCCCC1CC(N(C(C1)(C)C)OC1CCCCC1)(C)C)NCCCCCCNC1=NC(=NC(=N1)NCCO)NCCCCC1CC(N(C(C1)(C)C)OC1CCCCC1)(C)C (N,N'-Bis{2-[(2-hydroxyethyl)amino]-4-[N-(1-cyclohexyloxy-2,2,6,6-tetramethylpiperidin-4-yl)butylamino]-1,3,5-triazin-6-yl}-1,6-hexanediamine). As a reaction SMILES: Cl[C:2]1[N:7]=[C:6]([NH:8][CH2:9][CH2:10][CH2:11][CH2:12][CH:13]2[CH2:18][C:17]([CH3:20])([CH3:19])[N:16]([O:21][CH:22]3[CH2:27][CH2:26][CH2:25][CH2:24][CH2:23]3)[C:15]([CH3:29])([CH3:28])[CH2:14]2)[N:5]=[C:4]([NH:30][CH2:31][CH2:32][CH2:33][CH2:34][CH2:35][CH2:36][NH:37][C:38]2[N:43]=[C:42](Cl)[N:41]=[C:40]([NH:45][CH2:46][CH2:47][CH2:48][CH2:49][CH:50]3[CH2:55][C:54]([CH3:57])([CH3:56])[N:53]([O:58][CH:59]4[CH2:64][CH2:63][CH2:62][CH2:61][CH2:60]4)[C:52]([CH3:66])([CH3:65])[CH2:51]3)[N:39]=2)[N:3]=1.[CH2:67]([CH2:69][NH2:70])[OH:68]>>[OH:68][CH2:67][CH2:69][NH:70][C:2]1[N:7]=[C:6]([NH:8][CH2:9][CH2:10][CH2:11][CH2:12][CH:13]2[CH2:14][C:15]([CH3:29])([CH3:28])[N:16]([O:21][CH:22]3[CH2:23][CH2:24][CH2:25][CH2:26][CH2:27]3)[C:17]([CH3:19])([CH3:20])[CH2:18]2)[N:5]=[C:4]([NH:30][CH2:31][CH2:32][CH2:33][CH2:34][CH2:35][CH2:36][NH:37][C:38]2[N:43]=[C:42]([NH:70][CH2:69][CH2:67][OH:68])[N:41]=[C:40]([NH:45][CH2:46][CH2:47][CH2:48][CH2:49][CH:50]3[CH2:55][C:54]([CH3:56])([CH3:57])[N:53]([O:58][CH:59]4[CH2:64][CH2:63][CH2:62][CH2:61][CH2:60]4)[C:52]([CH3:65])([CH3:66])[CH2:51]3)[N:39]=2)[N:3]=1. Reported procedure: The title compound is prepared from the reaction of N,N'-bis{2-chloro-4-[N-(1-cyclohexyloxy-2,2,6,6-tetramethylpiperidin-4-yl)butylamino]-1,3,5-triazin-6-yl}-1,6-hexanediamine and ethanolamine. Starting materials: C(C)OC(C1=CC(=C(C=C1Cl)O)O)=O (3,4-dihydroxy-6-chlorobenzoic acid ethyl ester), C([O-])([O-])=O.[K+].[K+] (potassium carbonate), COC1=CC=C(CBr)C=C1 (p-methoxybenzyl bromide). The solvent is CN(C=O)C (dimethylformamide), ice water. As a reaction SMILES: [CH2:1]([O:3][C:4](=[O:14])[C:5]1[C:10]([Cl:11])=[CH:9][C:8]([OH:12])=[C:7]([OH:13])[CH:6]=1)[CH3:2].[C:15](=[O:18])([O-])[O-].[K+].[K+].[CH3:21][O:22][C:23]1[CH:30]=[CH:29][C:26]([CH2:27]Br)=[CH:25][CH:24]=1>CN(C)C=O>[CH2:1]([O:3][C:4](=[O:14])[C:5]1[C:10]([Cl:11])=[CH:9][C:8]([O:12][CH2:27][C:26]2[CH:29]=[CH:30][C:23]([O:22][CH3:21])=[CH:24][CH:25]=2)=[C:7]([O:13][CH2:4][C:5]2[CH:10]=[CH:9][C:8]([O:18][CH3:15])=[CH:7][CH:6]=2)[CH:6]=1)[CH3:2] |f:1.2.3|. Conditions: time 4 hour. Reported procedure: To a solution of 3,4-dihydroxy-6-chlorobenzoic acid ethyl ester (52.7 g: 243 mMol.) in dimethylformamide (170 ml) are added potassium carbonate (105 g; 3.1 Eq.) and p-methoxybenzyl bromide (151 g: 3.1 Eq.), and the mixture is stirred at room temperature for 4 hours. The reaction mixture is diluted with ice water and filtered to collect the resulting precipitate, which is washed with methanol and water to give 6-chloro-3,4-bis(p-methoxybenzyloxy)benzoic acid ethyl ester (110 g). Yield: 99%. Isolated yield 198.1%. Product: C(C)OC(C1=CC(=C(C=C1Cl)OCC1=CC=C(C=C1)OC)OCC1=CC=C(C=C1)OC)=O (6-chloro-3,4-bis(p-methoxybenzyloxy)benzoic acid ethyl ester). Starting materials: C(C)(C)(C)OC(=O)N1CCN(CC1)S(=O)(=O)C1=C(C=CC=C1)F (4-(2-Fluoro-benzenesulfonyl)-piperazine-1-carboxylic acid tert-butyl ester), Cl (HCl). Run in CO (methanol), ClCCl (dichloromethane), C(C)OCC (diethyl ether). Run at time 8 hour. Product: Cl.FC1=C(C=CC=C1)S(=O)(=O)N1CCNCC1 (4-(2-fluoro-benzenesulfonyl)-piperazine hydrochloride salt). Reaction SMILES: C(OC([N:8]1[CH2:13][CH2:12][N:11]([S:14]([C:17]2[CH:22]=[CH:21][CH:20]=[CH:19][C:18]=2[F:23])(=[O:16])=[O:15])[CH2:10][CH2:9]1)=O)(C)(C)C.[ClH:24]>CO.ClCCl.C(OCC)C>[ClH:24].[F:23][C:18]1[CH:19]=[CH:20][CH:21]=[CH:22][C:17]=1[S:14]([N:11]1[CH2:12][CH2:13][NH:8][CH2:9][CH2:10]1)(=[O:15])=[O:16] |f:5.6|. Procedure: 4-(2-Fluoro-benzenesulfonyl)-piperazine-1-carboxylic acid tert-butyl ester (891 mg) was dissolved in methanol (10 ml) and dichloromethane (5 ml), 2M HCl in diethyl ether (12.9 ml) was added and the reaction mixture was stirred at room temperature overnight, then cooled in ice bath, the resulted precipitate was filtered, washed with ether to yield 4-(2-fluoro-benzenesulfonyl)-piperazine hydrochloride salt (600 mg).